This data is from the Open Reaction Database (ORD), a public repository of structured organic reaction records. The task is: describe an organic reaction: reactants, conditions, products, and yield The reactants are [Na+].C(C)N(CC(=O)[O-])CC (N,N-diethylglycine sodium salt), [Na+].C(C)N(CC(=O)[O-])CC (N,N-diethylglycine sodium salt), S(O)(O)(=O)=O (sulfuric acid). The solvent is O (water), O (water). Run at temperature 40 celsius, time 1 hour. Yields the product C(C)N(CC(=O)O)CC (N,N-diethylglycine). RXN SMILES: [Na+].[CH2:2]([N:4]([CH2:9][CH3:10])[CH2:5][C:6]([O-:8])=[O:7])[CH3:3].S(=O)(=O)(O)O>O>[CH2:2]([N:4]([CH2:9][CH3:10])[CH2:5][C:6]([OH:8])=[O:7])[CH3:3] |f:0.1|. Procedure details: Powdery solid N,N-diethylglycine sodium salt (produced by Tokyo Kasei Kogyo K.K. Japan) was dissolved in deionized water. The solubility in water of the N,N-diethylglycine sodium salt was 34% by mass (20° C.). To 342 g of this aqueous 34% by mass solution, was added 98% by mass sulfuric acid to adjust the pH to 6.6. This aqueous solution was condensed at 90° C. under a reduced pressure until the N,N-diethylglycine sodium salt concentration in the solution reached 67% by mass. The condensed solut...